describe an organic reaction: reactants, conditions, products, and yield From a dataset of the Open Reaction Database (ORD), a public repository of structured organic reaction records. The reactants are O=C(O)c1cnn2c(C(F)(F)F)cc(-c3ccc(C(F)(F)F)cc3)nc12, Cc1nc(N)sc1S(=O)(=O)NC(CO)CO. Product: Cc1nc(NC(=O)c2cnn3c(C(F)(F)F)cc(-c4ccc(C(F)(F)F)cc4)nc23)sc1S(=O)(=O)NC(CO)CO. Reaction SMILES: [F:1][C:2]([c:3]1[cH:4][c:5](-[c:15]2[cH:16][cH:17][c:18]([C:21]([F:22])([F:23])[F:24])[cH:19][cH:20]2)[n:6][c:7]2[n:8]1[n:9][cH:10][c:11]2[C:12](=[O:13])[OH:14])([F:25])[F:26].[OH:27][CH2:28][CH:29]([CH2:30][OH:31])[NH:32][S:33](=[O:34])(=[O:35])[c:36]1[c:37]([CH3:42])[n:38][c:39]([NH2:41])[s:40]1>>[F:1][C:2]([c:3]1[cH:4][c:5](-[c:15]2[cH:16][cH:17][c:18]([C:21]([F:22])([F:23])[F:24])[cH:19][cH:20]2)[n:6][c:7]2[n:8]1[n:9][cH:10][c:11]2[C:12](=[O:14])[NH:41][c:39]1[n:38][c:37]([CH3:42])[c:36]([S:33]([NH:32][CH:29]([CH2:28][OH:27])[CH2:30][OH:31])(=[O:34])=[O:35])[s:40]1)([F:25])[F:26]. Starting materials: [H-].[Na+] (sodium hydride), ice water, COC=1C=C(CO)C=CC1 (3-methoxybenzyl alcohol), FC1=C(C#N)C(=CC=C1)F (2,6-difluorobenzonitrile). Solvent: CN(C=O)C (dimethylformamide), CN(C=O)C (dimethylformamide). Reaction conditions: time 1 hour. Yields the product FC1=C(C#N)C=C(C=C1)OCC1=CC(=CC=C1)OC (2-fluoro-5-(3-methoxybenzyloxy)benzonitrile). Isolated yield 86.4%. Reaction SMILES: [CH3:1][O:2][C:3]1[CH:4]=[C:5]([CH:8]=[CH:9][CH:10]=1)[CH2:6][OH:7].[H-].[Na+].[F:13][C:14]1[CH:21]=[CH:20][CH:19]=[C:18](F)[C:15]=1[C:16]#[N:17]>CN(C)C=O>[F:13][C:14]1[CH:21]=[CH:20][C:19]([O:7][CH2:6][C:5]2[CH:8]=[CH:9][CH:10]=[C:3]([O:2][CH3:1])[CH:4]=2)=[CH:18][C:15]=1[C:16]#[N:17] |f:1.2|. Procedure details: To a solution of 3-methoxybenzyl alcohol (1.0 g, 7.2 mmol) in dimethylformamide was added to a cooled (0° C.) slurry of sodium hydride (0.32 g, 7.91 mmol) in dimethylformamide under nitrogen atmosphere. The reaction mixture was slowly warmed to room temperature, stirred for 1 hour. Again, cooled (0° C.), then a solution of 2,6-difluorobenzonitrile (1.0 g, 7.2 mmol) in dimethylfomamide was added, stirred overnight at room temperature. The reaction mixture was poured on crushed ice-water, stirred,... Product: CCOC(=O)c1cccc2nc(SC)n(Cc3ccc(-c4ccccc4-c4nnn[nH]4)cc3)c12. RXN SMILES: [CH3:34][I:35].[CH3:37][CH2:38][OH:39].[ClH:36].[SH:1][c:2]1[n:3][c:4]2[c:5]([n:6]1[CH2:7][c:8]1[cH:9][cH:10][c:11](-[c:14]3[c:15](-[c:20]4[n:21][n:22][n:23][nH:24]4)[cH:16][cH:17][cH:18][cH:19]3)[cH:12][cH:13]1)[c:25]([C:29](=[O:30])[O:31][CH2:32][CH3:33])[cH:26][cH:27][cH:28]2>>[S:1]([c:2]1[n:3][c:4]2[c:5]([n:6]1[CH2:7][c:8]1[cH:9][cH:10][c:11](-[c:14]3[c:15](-[c:20]4[n:21][n:22][n:23][nH:24]4)[cH:16][cH:17][cH:18][cH:19]3)[cH:12][cH:13]1)[c:25]([C:29](=[O:30])[O:31][CH2:32][CH3:33])[cH:26][cH:27][cH:28]2)[CH3:34]. Starting materials: CI, CCO, Cl, CCOC(=O)c1cccc2nc(S)n(Cc3ccc(-c4ccccc4-c4nnn[nH]4)cc3)c12.